From a dataset of the Open Reaction Database (ORD), a public repository of structured organic reaction records. describe an organic reaction: reactants, conditions, products, and yield Starting materials: Cl/C/1=C(/C(=O)OC1=O)\Cl (dichloromaleic anhydride), C1(=CC=CC=C1)C(CC(C)N)(C)C (3-phenyl-1,3,3-trimethylpropylamine), O (water). The solvent is C(C)(=O)O (acetic acid). Reaction conditions: temperature 20 celsius. The product is C1(=CC=CC=C1)C(CC(C)N=C(\C(=C(/C(=O)O)\Cl)\Cl)O)(C)C (dichloromaleic acid N-(3-phenyl-1,3,3-trimethylpropyl)-imide). Yield: 682.7%. RXN SMILES: [Cl:1][C:2]1=[C:3]([Cl:9])[C:4]([O:6][C:7]1=[O:8])=[O:5].[C:10]1([C:16]([CH3:22])([CH3:21])[CH2:17][CH:18]([NH2:20])[CH3:19])[CH:15]=[CH:14][CH:13]=[CH:12][CH:11]=1.O>C(O)(=O)C>[C:10]1([C:16]([CH3:21])([CH3:22])[CH2:17][CH:18]([N:20]=[C:4]([OH:5])/[C:3](/[Cl:9])=[C:2](/[Cl:1])\[C:7]([OH:6])=[O:8])[CH3:19])[CH:15]=[CH:14][CH:13]=[CH:12][CH:11]=1. Procedure: 16.7 g (0.1 mol) of dichloromaleic anhydride and 17.7 g (0.01 mol) of 3-phenyl-1,3,3-trimethylpropylamine are stirred in 100 ml of glacial acetic acid under reflux for 4 hours. 50 ml of water are added and the mixture is cooled to 20° C. The product is filtered off with suction and dried. 23.5 g (72% of theory) of dichloromaleic acid N-(3-phenyl-1,3,3-trimethylpropyl)-imide of melting point 106°-109° C. are obtained. The product is CCCCCC(=O)C=CC1CCC(=O)N1CCSCCCC(=O)OC. Starting materials: COCCOC, COC(=O)CCCSCCN1C(=O)CCC1C=O, [H-], [Na+], CCCCCC(=O)CP(=O)(OC)OC. As a reaction SMILES: [CH3:35][O:36][CH2:37][CH2:38][O:39][CH3:40].[CH:17](=[O:18])[CH:19]1[N:20]([CH2:25][CH2:26][S:27][CH2:28][CH2:29][CH2:30][C:31](=[O:32])[O:33][CH3:34])[C:21](=[O:24])[CH2:22][CH2:23]1.[H-:1].[Na+:2].[O:3]=[C:4]([CH2:5][P:6](=[O:7])([O:8][CH3:9])[O:10][CH3:11])[CH2:12][CH2:13][CH2:14][CH2:15][CH3:16]>>[O:3]=[C:4]([CH:5]=[CH:17][CH:19]1[N:20]([CH2:25][CH2:26][S:27][CH2:28][CH2:29][CH2:30][C:31](=[O:32])[O:33][CH3:34])[C:21](=[O:24])[CH2:22][CH2:23]1)[CH2:12][CH2:13][CH2:14][CH2:15][CH3:16]. Starting materials: BrC1=C(C=C(C=C1)CO)F ((4-Bromo-3-fluorophenyl)methanol), [Br-] (bromide). Yields the product FC=1C=C(CBr)C=CC1Br (3-Fluoro-4-bromobenzyl bromide). RXN SMILES: [Br:1][C:2]1[CH:7]=[CH:6][C:5]([CH2:8]O)=[CH:4][C:3]=1[F:10].[Br-:11]>>[F:10][C:3]1[CH:4]=[C:5]([CH:6]=[CH:7][C:2]=1[Br:1])[CH2:8][Br:11]. Procedure: The product from step A was converted to the bromide according to the procedure from example 5 (step A). 1H NMR (500 MHz, CDCl3) δ 7.54 (m, 1H), 7.19 (d, 1H), 7.08 (d, 1H), 4.43 (s, 2H). The product is COc1ccc(-c2ccc(S(=O)(=O)NC(CC(O)CNc3ccccc3)C(=O)O)cc2)cc1. Reactants: C1CCOC1, COc1ccc(-c2ccc(S(=O)(=O)NC3CC(CNc4ccccc4)OC3=O)cc2)cc1, [Li+], [OH-], O, O. Reaction SMILES: [CH2:37]1[O:38][CH2:39][CH2:40][CH2:41]1.[CH3:1][O:2][c:3]1[cH:4][cH:5][c:6](-[c:9]2[cH:10][cH:11][c:12]([S:15](=[O:16])(=[O:17])[NH:18][CH:19]3[C:20](=[O:32])[O:21][CH:22]([CH2:24][NH:25][c:26]4[cH:27][cH:28][cH:29][cH:30][cH:31]4)[CH2:23]3)[cH:13][cH:14]2)[cH:7][cH:8]1.[Li+:35].[OH-:34].[OH2:33].[OH2:36]>>[CH3:1][O:2][c:3]1[cH:4][cH:5][c:6](-[c:9]2[cH:10][cH:11][c:12]([S:15](=[O:16])(=[O:17])[NH:18][CH:19]([C:20]([OH:21])=[O:32])[CH2:23][CH:22]([CH2:24][NH:25][c:26]3[cH:27][cH:28][cH:29][cH:30][cH:31]3)[OH:33])[cH:13][cH:14]2)[cH:7][cH:8]1. The reactants are C(C)(C)(C)OC(=O)N[C@@H](C)C(=O)O (N-t-butyloxycarbonyl-L-alanine), N,N'-dimethylaminopropylethylcarbodiimide, ON1N=NC2=C1C=CC=C2 (HOBt), Cl.C(C1=CC=CC=C1)OC([C@H]1NCCC1)=O (L-proline benzyl ester hydrochloride), ON1N=NC2=C1C=CC=C2 (1-hydroxy benzotriazole), CCN=C=NCCCN(C)C (WSC). The solvent is O1CCCC1 (THF), O1CCCC1 (THF), C(C)(=O)OCC (ethyl acetate), O1CCCC1 (tetrahydrofuran). Reaction conditions: temperature -15 celsius, time 3 hour. Yields the product C(C1=CC=CC=C1)OC([C@H]1N(CCC1)C([C@@H](NC(=O)OC(C)(C)C)C)=O)=O (N-t-butyloxycarbonyl-L-alanyl-L-proline benzyl ester). The yield is 88.6%. As a reaction SMILES: [C:1]([O:5][C:6]([NH:8][C@H:9]([C:11]([OH:13])=O)[CH3:10])=[O:7])([CH3:4])([CH3:3])[CH3:2].Cl.[CH2:15]([O:22][C:23](=[O:29])[C@@H:24]1[CH2:28][CH2:27][CH2:26][NH:25]1)[C:16]1[CH:21]=[CH:20][CH:19]=[CH:18][CH:17]=1.ON1C2C=CC=CC=2N=N1.CCN=C=NCCCN(C)C>O1CCCC1.C(OCC)(=O)C>[CH2:15]([O:22][C:23](=[O:29])[C@@H:24]1[CH2:28][CH2:27][CH2:26][N:25]1[C:11](=[O:13])[C@H:9]([CH3:10])[NH:8][C:6]([O:5][C:1]([CH3:2])([CH3:3])[CH3:4])=[O:7])[C:16]1[CH:17]=[CH:18][CH:19]=[CH:20][CH:21]=1 |f:1.2|. Procedure details: N-t-butyloxycarbonyl-L-alanine (3.8 g, 20 m mole), L-proline benzyl ester hydrochloride (5 g, 20.6 m mole) and 1-hydroxy benzotriazole, which is hereinafter referred to as HOBt (2.7 g, 20 m mole) were suspended in tetrahydrofuran, which is hereinafter referred to as THF (50 ml). N,N'-dimethylaminopropylethylcarbodiimide, which is hereinafter referred to as WSC (3.8 ml) in THF (10 ml) solution was added dropwisely to the above suspended solution while cooling at -15° C. and stirring. The reaction... Reactants: S1C=NC2=C1C=C(C=C2)N2C(NCC2)=O (1-Benzothiazol-6-yl-imidazolidin-2-one), C(C)OC(C1=C(C=NC=C1)Br)=O (3-bromo-isonicotinic acid ethyl ester), CN[C@H]1[C@@H](CCCC1)NC (trans N,N′-dimethyl-cyclohexane-1,2-diamine), P(=O)([O-])([O-])[O-].[K+].[K+].[K+] (potassium phosphate). Reagents/catalysts: [Cu](I)I (copper iodide). Run in O1CCOCC1 (1,4-dioxane). The product is C(C)OC(C1=C(C=NC=C1)N1C(N(CC1)C1=CC2=C(N=CS2)C=C1)=O)=O (3-(3-Benzothiazol-6-yl-2-oxo-imidazolidin-1-yl)-isonicotinic Acid Ethyl Ester). Yield: 39.5%. As a reaction SMILES: [S:1]1[C:5]2[CH:6]=[C:7]([N:10]3[CH2:14][CH2:13][NH:12][C:11]3=[O:15])[CH:8]=[CH:9][C:4]=2[N:3]=[CH:2]1.[CH2:16]([O:18][C:19](=[O:27])[C:20]1[CH:25]=[CH:24][N:23]=[CH:22][C:21]=1Br)[CH3:17].CN[C@@H]1CCCC[C@H]1NC.P([O-])([O-])([O-])=O.[K+].[K+].[K+]>[Cu](I)I.O1CCOCC1>[CH2:16]([O:18][C:19](=[O:27])[C:20]1[CH:21]=[CH:22][N:23]=[CH:24][C:25]=1[N:12]1[CH2:13][CH2:14][N:10]([C:7]2[CH:8]=[CH:9][C:4]3[N:3]=[CH:2][S:1][C:5]=3[CH:6]=2)[C:11]1=[O:15])[CH3:17] |f:3.4.5.6|. Procedure: 1-Benzothiazol-6-yl-imidazolidin-2-one (I-84b: 0.25 g, 1.1 mmol) was reacted with 3-bromo-isonicotinic acid ethyl ester (0.28 g, 1.2 mmol), 1,4-dioxane (30 mL), copper iodide (0.065 g, 0.3 mmol), trans N,N′-dimethyl-cyclohexane-1,2-diamine (0.048 g, 0.3 mmol) and potassium phosphate (0.81 g, 2.8 mmol) to afford the crude product. Purification by column chromatography on silica gel (100% CHCl3) afforded 160 mg of the product (38.2% yield). The reactants are CC=1C=C(C=CC1C)C1=CC(=C(C=C1)NC1=CC=C(C=C1)C(=O)N1CCOCC1)C#N (3′,4′-Dimethyl-4-(4-(morpholine-4-carbonyl)phenylamino)biphenyl-3-carbonitrile), CC(=O)O (AcOH). The reagents and catalysts are CC(=O)[O-].CC(=O)[O-].[Pd+2] (Pd(OAc)2). Conditions: temperature 130 celsius. Product: CC=1C=C(C=CC1C)C=1C=C(C=2NC3=CC=C(C=C3C2C1)C(=O)N1CCOCC1)C(=O)N (3-(3,4-dimethylphenyl)-6-(morpholine-4-carbonyl)-9H-carbazole-1-carboxamide). RXN SMILES: [CH3:1][C:2]1[CH:3]=[C:4]([C:9]2[CH:14]=[CH:13][C:12]([NH:15][C:16]3[CH:21]=[CH:20][C:19]([C:22]([N:24]4[CH2:29][CH2:28][O:27][CH2:26][CH2:25]4)=[O:23])=[CH:18][CH:17]=3)=[C:11]([C:30]#[N:31])[CH:10]=2)[CH:5]=[CH:6][C:7]=1[CH3:8].CC(O)=[O:34]>CC([O-])=O.CC([O-])=O.[Pd+2]>[CH3:1][C:2]1[CH:3]=[C:4]([C:9]2[CH:10]=[C:11]([C:30]([NH2:31])=[O:34])[C:12]3[NH:15][C:16]4[C:17]([C:13]=3[CH:14]=2)=[CH:18][C:19]([C:22]([N:24]2[CH2:29][CH2:28][O:27][CH2:26][CH2:25]2)=[O:23])=[CH:20][CH:21]=4)[CH:5]=[CH:6][C:7]=1[CH3:8] |f:2.3.4|. Procedure details: 3′,4′-Dimethyl-4-(4-(morpholine-4-carbonyl)phenylamino)biphenyl-3-carbonitrile (320 mg, 0.777 mmol) and Pd(OAc)2 (0.523 g, 2.331 mmol) were mixed with AcOH (10 mL) in a sealed microwave tube and heated at 130° C. for 12 hrs. The mixture was filtered through a pad of CELITE®, then a ACRODISC® PTFE membrane (0.45 um), rinsed with additional 35 ml AcOH. The filtrate was concentrated and purified using preparative HPLC to give 51.8 mg of titled product. MS (ESI) m/z 428.4 (M+H)+. 1H NMR (DMSO-d6) δ ...